Dataset: the Open Reaction Database (ORD), a public repository of structured organic reaction records. Task: describe an organic reaction: reactants, conditions, products, and yield Starting materials: C([O-])(O)=O.[Na+] (sodium bicarbonate), COC(C=1NC(=C(C(C1C(=O)OC)C1=C(C=CC=C1)[N+](=O)[O-])P1(OCCCO1)=O)C)OC (Methyl 2-dimethoxymethyl-6-methyl-4-(2-nitrophenyl)-5-(2-oxo-1,3,2-dioxaphosphorinan-2-yl)-1,4-dihydropyridine-3-carboxylate), ice water, Cl (hydrochloric acid). Run in CC(=O)C (acetone). Reaction conditions: time 4 day. Product: C(=O)C=1NC(=C(C(C1C(=O)OC)C1=C(C=CC=C1)[N+](=O)[O-])P1(OCCCO1)=O)C (Methyl 2-formyl-6-methyl-4-(2-nitrophenyl)-5-(2-oxo-1,3,2-dioxaphosphorinan-2-yl)-1,4-dihydropyridine-3-carboxylate). RXN SMILES: C[O:2][CH:3](OC)[C:4]1[NH:5][C:6]([CH3:30])=[C:7]([P:23]2(=[O:29])[O:28][CH2:27][CH2:26][CH2:25][O:24]2)[CH:8]([C:14]2[CH:19]=[CH:18][CH:17]=[CH:16][C:15]=2[N+:20]([O-:22])=[O:21])[C:9]=1[C:10]([O:12][CH3:13])=[O:11].Cl.C(=O)(O)[O-].[Na+]>CC(C)=O>[CH:3]([C:4]1[NH:5][C:6]([CH3:30])=[C:7]([P:23]2(=[O:29])[O:28][CH2:27][CH2:26][CH2:25][O:24]2)[CH:8]([C:14]2[CH:19]=[CH:18][CH:17]=[CH:16][C:15]=2[N+:20]([O-:22])=[O:21])[C:9]=1[C:10]([O:12][CH3:13])=[O:11])=[O:2] |f:2.3|. Procedure details: Dimethylacetal (3.04 g) obtained in Example 1 was dissolved in 30 ml of acetone, 2 ml of 6N hydrochloric acid was dropped therein with ice cooling and stirring, and the mixture was kept at 5° C. in a refrigerator for 4 days. To the reaction solution was added 30 ml of ice water, the mixture was neutralized with sodium bicarbonate, concentrated in vacuo at room temperature, the residual solution was extracted with chloroform, the chloroform layer was washed with sodium chloride solution, evaporat... Starting materials: Cl.C1(=CC=C(C=C1)NN)C (p-Tolyl hydrazine hydrochloride), [OH-].[Na+] (NaOH), CN1CCC(CCC1)=O (1-methylazepan-4-one), OS(=O)(=O)O (H2SO4), Cl (HCl). The solvent is O1CCOCC1 (1,4-dioxane). Reaction conditions: time 10 minute. Product: CN1CCC=2NC=3C=CC(=CC3C2CC1)C (3,9-dimethyl-1,2,3,4,5,6-hexahydroazepino[4,5-b]indole). RXN SMILES: Cl.[C:2]1([CH3:10])[CH:7]=[CH:6][C:5]([NH:8]N)=[CH:4][CH:3]=1.OS(O)(=O)=O.Cl.[OH-].[Na+].[CH3:19][N:20]1[CH2:26][CH2:25][CH2:24][C:23](=O)[CH2:22][CH2:21]1>O1CCOCC1>[CH3:19][N:20]1[CH2:26][CH2:25][C:24]2[C:6]3[CH:7]=[C:2]([CH3:10])[CH:3]=[CH:4][C:5]=3[NH:8][C:23]=2[CH2:22][CH2:21]1 |f:0.1,4.5|. Reported procedure: The title compound was prepared by following general procedure 1. p-Tolyl hydrazine hydrochloride (15 g, 94.55 mmol) was taken into 7% H2SO4 in 1,4-dioxane (650 mL), 1-methylazepan-4-one.HCl (15.4 g, 94.55 mmol) was added and stirred at RT for 10 min. The reaction mixture was stirred at 80° C. for 14 h. After completion of the reaction, reaction mass was slowly basified with 50% NaOH solution, extracted with ethyl acetate. The organic layer was dried over anhydrous sodium sulfate and evaporated ... The reactants are C, COc1ncccc1CN1CCC(C#Cc2sccc2S(C)(=O)=O)CC1, CCO, [H][H], [Pd]. The product is COc1ncccc1CN1CCC(CCc2sccc2S(C)(=O)=O)CC1. As a reaction SMILES: [C:32].[CH3:1][O:2][c:3]1[n:4][cH:5][cH:6][cH:7][c:8]1[CH2:9][N:10]1[CH2:11][CH2:12][CH:13]([C:16]#[C:17][c:18]2[s:19][cH:20][cH:21][c:22]2[S:23](=[O:24])(=[O:25])[CH3:26])[CH2:14][CH2:15]1.[CH3:29][CH2:30][OH:31].[H:27][H:28].[Pd:33]>>[CH3:1][O:2][c:3]1[n:4][cH:5][cH:6][cH:7][c:8]1[CH2:9][N:10]1[CH2:11][CH2:12][CH:13]([CH2:16][CH2:17][c:18]2[s:19][cH:20][cH:21][c:22]2[S:23](=[O:24])(=[O:25])[CH3:26])[CH2:14][CH2:15]1. Starting materials: Clc1cncc(Cl)n1, [K+], [K+], O, O=S(=O)(O)O, O=S(=O)([O-])OOS(=O)(=O)[O-]. Yields the product [O-][n+]1c(Cl)cncc1Cl. RXN SMILES: [Cl:1][c:2]1[n:3][c:4]([Cl:8])[cH:5][n:6][cH:7]1.[K+:19].[K+:20].[OH2:21].[S:22](=[O:23])(=[O:24])([OH:25])[OH:26].[S:9](=[O:10])([O:11][O:12][S:13]([O-:14])(=[O:15])=[O:16])([O-:17])=[O:18]>>[Cl:1][c:2]1[n+:3]([O-:10])[c:4]([Cl:8])[cH:5][n:6][cH:7]1. Reactants: CCI, COc1ccccc1-c1nc2ccccc2c(=O)[nH]1. Yields the product CCOc1nc(-c2ccccc2OC)nc2ccccc12. Reaction SMILES: [CH2:20]([CH3:21])[I:22].[CH3:1][O:2][c:3]1[c:4](-[c:9]2[n:10][c:11]3[cH:12][cH:13][cH:14][cH:15][c:16]3[c:17](=[O:19])[nH:18]2)[cH:5][cH:6][cH:7][cH:8]1>>[CH3:1][O:2][c:3]1[c:4](-[c:9]2[n:10][c:11]3[cH:12][cH:13][cH:14][cH:15][c:16]3[c:17]([O:19][CH2:20][CH3:21])[n:18]2)[cH:5][cH:6][cH:7][cH:8]1. Starting materials: NC1=C(C(=O)O)C=C(C(=C1)OC)OC (2-amino-4,5-dimethoxybenzoic acid), C(C)(=O)O.C(=N)N (formamidine acetate), [OH-].[Na+] (NaOH). Run at temperature 140 celsius. Product: COC=1C=C2C(NC=NC2=CC1OC)=O (6,7-dimethoxyquinazolin-4(3H)-one). The yield is 75.4%. RXN SMILES: [NH2:1][C:2]1[CH:10]=[C:9]([O:11][CH3:12])[C:8]([O:13][CH3:14])=[CH:7][C:3]=1[C:4](O)=[O:5].C(O)(=O)C.[CH:19](N)=[NH:20].[OH-].[Na+]>>[CH3:14][O:13][C:8]1[CH:7]=[C:3]2[C:2](=[CH:10][C:9]=1[O:11][CH3:12])[N:1]=[CH:19][NH:20][C:4]2=[O:5] |f:1.2,3.4|. Procedure details: A mixture of 2-amino-4,5-dimethoxybenzoic acid (1.0 g, 5.08 mmol) and formamidine acetate (4.50 g, 43.3 mmol) was disposed in a 50 mL ball. The solid mixture was heated at 140° C. in a silicone bath for eight hours. During heating, the fusion of solids happened, and then the resolidification of the reaction environment. The mixture was left cooling, and then a NaOH solution was added to it (0.33 mol.L−1) until pH was adjusted to 8. The grayish pink solid was collected through filtering in a Büch... Reactants: COC(C)C(=O)O, Cl, NC1CCC(CCN2CCC(c3cccc4c3OCO4)CC2)CC1. Yields the product COC(C)C(=O)NC1CCC(CCN2CCC(c3cccc4c3OCO4)CC2)CC1. As a reaction SMILES: [CH3:26][O:27][CH:28]([C:29](=[O:30])[OH:31])[CH3:32].[ClH:1].[O:2]1[CH2:3][O:4][c:5]2[c:6]1[cH:7][cH:8][cH:9][c:10]2[CH:11]1[CH2:12][CH2:13][N:14]([CH2:17][CH2:18][CH:19]2[CH2:20][CH2:21][CH:22]([NH2:25])[CH2:23][CH2:24]2)[CH2:15][CH2:16]1>>[O:2]1[CH2:3][O:4][c:5]2[c:6]1[cH:7][cH:8][cH:9][c:10]2[CH:11]1[CH2:12][CH2:13][N:14]([CH2:17][CH2:18][CH:19]2[CH2:20][CH2:21][CH:22]([NH:25][C:29]([CH:28]([O:27][CH3:26])[CH3:32])=[O:30])[CH2:23][CH2:24]2)[CH2:15][CH2:16]1.